From a dataset of the Open Reaction Database (ORD), a public repository of structured organic reaction records. describe an organic reaction: reactants, conditions, products, and yield The reactants are BrC1=C(C=C(C=C1)[N+](=O)[O-])O (2-Bromo-5-nitrophenol), COCCBr (2-methoxy-1-bromoethane), CCOC(=O)C (EtOAc). The reagents and catalysts are [I-].[K+] (potassium iodide). The solvent is hexanes, CN(C)C=O (DMF). Reaction conditions: temperature 70 celsius. Product: BrC1=C(C=C(C=C1)[N+](=O)[O-])OCCOC (1-Bromo-2-(2-methoxyethoxy)-4-nitrobenzene). Yield: 90.6%. Reaction SMILES: [Br:1][C:2]1[CH:7]=[CH:6][C:5]([N+:8]([O-:10])=[O:9])=[CH:4][C:3]=1[OH:11].[CH3:12][O:13][CH2:14][CH2:15]Br.CCOC(C)=O>CN(C=O)C.[I-].[K+]>[Br:1][C:2]1[CH:7]=[CH:6][C:5]([N+:8]([O-:10])=[O:9])=[CH:4][C:3]=1[O:11][CH2:15][CH2:14][O:13][CH3:12] |f:4.5|. Procedure details: To a solution of 2-bromo-5-nitrophenol (7.24 g, 33.2 mmol) (Method 9) in anhydrous DMF was added 2-methoxy-1-bromoethane (6.92 g, 49.8 mmol) and a catalytic amount of potassium iodide (˜100 mg). The reaction was heated at 70° C. for 4 h before being allowed to cool to rt. The reaction was then poured into a separatory funnel and partitioned between EtOAc (˜250 mL) and water (˜250 mL). The organic phase was dried over Na2SO4 and conc in vacuo giving the crude title compound which was taken up in ... The reactants are CCOC(=O)N1c2ccc(OC)nc2C(Nc2ncc(N3CCOCC3)c(Cc3cc(C#N)cc(C(F)(F)F)c3)n2)CC1CC, CO, [Na+], [OH-]. The product is CCOC(=O)N1c2ccc(OC)nc2C(Nc2ncc(N3CCOCC3)c(Cc3cc(C(=O)OC)cc(C(F)(F)F)c3)n2)CC1CC. RXN SMILES: [CH2:1]([CH3:2])[O:3][C:4](=[O:5])[N:6]1[CH:7]([CH2:44][CH3:45])[CH2:8][CH:9]([NH:18][c:19]2[n:20][cH:21][c:22]([N:38]3[CH2:39][CH2:40][O:41][CH2:42][CH2:43]3)[c:23]([CH2:25][c:26]3[cH:27][c:28]([C:36]#[N:37])[cH:29][c:30]([C:32]([F:33])([F:34])[F:35])[cH:31]3)[n:24]2)[c:10]2[n:11][c:12]([O:16][CH3:17])[cH:13][cH:14][c:15]21.[CH3:48][OH:49].[Na+:47].[OH-:46]>>[CH2:1]([CH3:2])[O:3][C:4](=[O:5])[N:6]1[CH:7]([CH2:44][CH3:45])[CH2:8][CH:9]([NH:18][c:19]2[n:20][cH:21][c:22]([N:38]3[CH2:39][CH2:40][O:41][CH2:42][CH2:43]3)[c:23]([CH2:25][c:26]3[cH:27][c:28]([C:36](=[O:46])[O:49][CH3:48])[cH:29][c:30]([C:32]([F:33])([F:34])[F:35])[cH:31]3)[n:24]2)[c:10]2[n:11][c:12]([O:16][CH3:17])[cH:13][cH:14][c:15]21. The reactants are CN(S(=O)(=O)CC1=CC(=CC=C1)C(F)(F)F)CC(=O)OCC (ethyl (N-methyl-3-trifluoromethylbenzylsulfonamido)acetate), [OH-].[NH4+] (ammonium hydroxide). Conditions: temperature 40 celsius. Yields the product O.CN(S(=O)(=O)CC1=CC(=CC=C1)C(F)(F)F)CC(=O)N ((N-methyl-3-trifluoromethylbenzylsulfonamido)acetamide. Hydrate). Reaction SMILES: [CH3:1][N:2]([CH2:17][C:18]([O:20]CC)=O)[S:3]([CH2:6][C:7]1[CH:12]=[CH:11][CH:10]=[C:9]([C:13]([F:16])([F:15])[F:14])[CH:8]=1)(=[O:5])=[O:4].[OH-].[NH4+:24]>>[OH2:4].[CH3:1][N:2]([CH2:17][C:18]([NH2:24])=[O:20])[S:3]([CH2:6][C:7]1[CH:12]=[CH:11][CH:10]=[C:9]([C:13]([F:16])([F:15])[F:14])[CH:8]=1)(=[O:5])=[O:4] |f:1.2,3.4|. Procedure: In this example, 3.39 g of ethyl (N-methyl-3-trifluoromethylbenzylsulfonamido)acetate was ground to a powder and combined with about 50 ml of ammonium hydroxide at room temperature. The reaction mixture was heated to about 40° C. and maintained at this temperature for about three hours. The precipitate was collected, washed with water and triturated with ethyl ether to afford 1.4 g of white solid; m.p. 156° to 159° C. Starting materials: CC1=C(N)C(=CC=C1)C (2,6-dimethylaniline), O=C1OC(C2=CC(=CC=C12)C(=O)O)=O (1,3-dioxo-1,3-dihydroisobenzofuran-5-carboxylic acid), O (water). Solvent: CN(C)C=O (DMF). Run at time 18 hour. Product: CC1=C(C(=CC=C1)C)N1C(C2=CC=C(C=C2C1=O)C(=O)O)=O (2-(2,6-dimethylphenyl)-1,3-dioxo-2,3-dihydro-1H-isoindole-5-carboxylic acid). As a reaction SMILES: [CH3:1][C:2]1[CH:8]=[CH:7][CH:6]=[C:5]([CH3:9])[C:3]=1[NH2:4].[O:10]=[C:11]1[C:19]2[C:14](=[CH:15][C:16]([C:20]([OH:22])=[O:21])=[CH:17][CH:18]=2)[C:13](=O)[O:12]1.O>CN(C=O)C>[CH3:1][C:2]1[CH:8]=[CH:7][CH:6]=[C:5]([CH3:9])[C:3]=1[N:4]1[C:13](=[O:12])[C:14]2[C:19](=[CH:18][CH:17]=[C:16]([C:20]([OH:22])=[O:21])[CH:15]=2)[C:11]1=[O:10]. Reported procedure: To a solution of 2,6-dimethylaniline (1.21 g) in DMF (15 mL) was added 1,3-dioxo-1,3-dihydroisobenzofuran-5-carboxylic acid (1.92 g) and the mixture was stirred at room temperature for 18 h. The mixture was poured into water and the resulting precipitate was filtered, washed with water and dried under reduced pressure. The solid was suspended in HOAc (25 mL) and the mixture was heated at 110° C. for 4 h. The resulting solution was cooled and the solvent was removed under reduced pressure to give... Reactants: C(C)SC1CCSC2=C(C=C(C(=C12)C)C(=O)OCC)Cl (4-ethylthio-5-methyl-6-ethoxycarbonyl-8-chlorothiochroman), [OH-].[K+] (potassium hydroxide), C(C)O (ethanol). The solvent is O (water). Conditions: temperature 60 celsius. Product: C(C)SC1CCSC2=C(C=C(C(=C12)C)C(=O)O)Cl (4-ethylthio-5-methyl-6-carboxy-8-chlorothiochroman). The yield is 143.6%. Reaction SMILES: [CH2:1]([S:3][CH:4]1[C:13]2[C:8](=[C:9]([Cl:20])[CH:10]=[C:11]([C:15]([O:17]CC)=[O:16])[C:12]=2[CH3:14])[S:7][CH2:6][CH2:5]1)[CH3:2].[OH-].[K+].C(O)C>O>[CH2:1]([S:3][CH:4]1[C:13]2[C:8](=[C:9]([Cl:20])[CH:10]=[C:11]([C:15]([OH:17])=[O:16])[C:12]=2[CH3:14])[S:7][CH2:6][CH2:5]1)[CH3:2] |f:1.2|. Procedure: 0.75 Gram (2.3 mmol) of 4-ethylthio-5-methyl-6-ethoxycarbonyl-8-chlorothiochroman, 0.47 g (7.1 mmol) of potassium hydroxide, 5 ml of ethanol and 2 ml of water were mixed, and the mixture was stirred under heat at 60° C. for 2 hours. After the completion of the reaction, the solvent was distilled off, 5 ml of water was added, and then 2N hydrochloric acid was added to adjust a pH of 1. Then, the mixture was extracted with ethyl acetate twice. An organic layer was washed with a saturated sodium ch...